Dataset: the Open Reaction Database (ORD), a public repository of structured organic reaction records. Task: describe an organic reaction: reactants, conditions, products, and yield Starting materials: O=C(Cl)c1ccccc1, O=C(OCC(Cl)(Cl)Cl)N1CCC(c2cccc(OCCO)c2)C(OCc2ccc3ccccc3c2)C1. The product is O=C(OCCOc1cccc(C2CCN(C(=O)OCC(Cl)(Cl)Cl)CC2OCc2ccc3ccccc3c2)c1)c1ccccc1. RXN SMILES: [C:37]([c:38]1[cH:39][cH:40][cH:41][cH:42][cH:43]1)(=[O:44])[Cl:45].[OH:1][CH2:2][CH2:3][O:4][c:5]1[cH:6][c:7]([CH:11]2[CH:12]([O:25][CH2:26][c:27]3[cH:28][c:29]4[cH:30][cH:31][cH:32][cH:33][c:34]4[cH:35][cH:36]3)[CH2:13][N:14]([C:17](=[O:18])[O:19][CH2:20][C:21]([Cl:22])([Cl:23])[Cl:24])[CH2:15][CH2:16]2)[cH:8][cH:9][cH:10]1>>[O:1]([CH2:2][CH2:3][O:4][c:5]1[cH:6][c:7]([CH:11]2[CH:12]([O:25][CH2:26][c:27]3[cH:28][c:29]4[cH:30][cH:31][cH:32][cH:33][c:34]4[cH:35][cH:36]3)[CH2:13][N:14]([C:17](=[O:18])[O:19][CH2:20][C:21]([Cl:22])([Cl:23])[Cl:24])[CH2:15][CH2:16]2)[cH:8][cH:9][cH:10]1)[C:37]([c:38]1[cH:39][cH:40][cH:41][cH:42][cH:43]1)=[O:44]. The reactants are Oc1ccc(Br)c(C2OCCO2)c1, O=C([O-])[O-], CCOC(C)=O, CN(C)C=O, COCOc1cc(C#N)ccc1F, [K+], [K+], O. The product is COCOc1cc(C#N)ccc1Oc1ccc(Br)c(C2OCCO2)c1. Reaction SMILES: [Br:14][c:15]1[c:16]([CH:22]2[O:23][CH2:24][CH2:25][O:26]2)[cH:17][c:18]([OH:21])[cH:19][cH:20]1.[C:27](=[O:28])([O-:29])[O-:30].[C:34]([O:35][CH2:36][CH3:37])(=[O:38])[CH3:39].[CH3:40][N:41]([CH3:42])[CH:43]=[O:44].[F:1][c:2]1[c:3]([O:10][CH2:11][O:12][CH3:13])[cH:4][c:5]([C:6]#[N:7])[cH:8][cH:9]1.[K+:31].[K+:32].[OH2:33]>>[c:2]1([O:21][c:18]2[cH:17][c:16]([CH:22]3[O:23][CH2:24][CH2:25][O:26]3)[c:15]([Br:14])[cH:20][cH:19]2)[c:3]([O:10][CH2:11][O:12][CH3:13])[cH:4][c:5]([C:6]#[N:7])[cH:8][cH:9]1. Starting materials: C12(CC3CC(CC(C1)C3)C2)C=2C=C(C(=O)O)C=CC2OCC(=O)OC (3-(1-adamantyl)-4-methoxycarbonylmethyloxybenzoic acid), S(=O)(Cl)Cl (thionyl chloride). Yields the product C12(CC3CC(CC(C1)C3)C2)C=2C=C(C(=O)Cl)C=CC2OCC(=O)OC (3-(1-adamantyl)-4-methoxycarbonylmethyloxybenzoyl chloride). As a reaction SMILES: [C:1]12([C:11]3[CH:12]=[C:13]([CH:17]=[CH:18][C:19]=3[O:20][CH2:21][C:22]([O:24][CH3:25])=[O:23])[C:14](O)=[O:15])[CH2:10][CH:5]3[CH2:6][CH:7]([CH2:9][CH:3]([CH2:4]3)[CH2:2]1)[CH2:8]2.S(Cl)([Cl:28])=O>>[C:1]12([C:11]3[CH:12]=[C:13]([CH:17]=[CH:18][C:19]=3[O:20][CH2:21][C:22]([O:24][CH3:25])=[O:23])[C:14]([Cl:28])=[O:15])[CH2:10][CH:5]3[CH2:6][CH:7]([CH2:9][CH:3]([CH2:4]3)[CH2:2]1)[CH2:8]2. Procedure details: 1.78 g (5 mmol) of 3-(1-adamantyl)-4-methoxycarbonylmethyloxybenzoic acid and 15 ml of thionyl chloride were introduced into a round-bottomed flask and the mixture was heated at reflux for one hour. It was evaporated to dryness and the crude acid chloride, which was used without further purification in the remainder of the synthesis, was recovered. The reactants are C([O-])([O-])=O.[K+].[K+] (potassium carbonate), aqueous solution, [OH-].[Na+] (sodium hydroxide), C(C)OC(=O)N1CCC(CC1)CC=1SC2=C(N1)C=1C=CC=CC1C2 (2-[(1-ethoxycarbonyl-4-piperidyl)methyl]-8H-indeno[1,2-d]thiazole), solution, Br (hydrogen bromide). Solvent: O (water), C(C)(=O)O (acetic acid). Product: N1CCC(CC1)CC=1SC2=C(N1)C=1C=CC=CC1C2 (2-(4-piperidylmethyl)-8H-indeno[1,2-d]thiazole). Yield: 116.5%. Reaction SMILES: C(OC([N:6]1[CH2:11][CH2:10][CH:9]([CH2:12][C:13]2[S:14][C:15]3[CH2:24][C:23]4[CH:22]=[CH:21][CH:20]=[CH:19][C:18]=4[C:16]=3[N:17]=2)[CH2:8][CH2:7]1)=O)C.Br.[OH-].[Na+].C(=O)([O-])[O-].[K+].[K+]>C(O)(=O)C.O>[NH:6]1[CH2:11][CH2:10][CH:9]([CH2:12][C:13]2[S:14][C:15]3[CH2:24][C:23]4[CH:22]=[CH:21][CH:20]=[CH:19][C:18]=4[C:16]=3[N:17]=2)[CH2:8][CH2:7]1 |f:2.3,4.5.6|. Procedure: To 0.25 g of 2-[(1-ethoxycarbonyl-4-piperidyl)methyl]-8H-indeno[1,2-d]thiazole was added 10 ml of a 25% solution of hydrogen bromide in acetic acid, followed by heating under reflux for one hour. After cooling, water was added, and the mixture was alkalized with a 1N aqueous solution of sodium hydroxide and potassium carbonate, followed by extraction with chloroform. The extract was dried over anhydrous potassium carbonate. The solvent was then evaporated, whereby 0.23 g of 2-(4-piperidylmethyl)... Starting materials: CC1([C@@H](CC1=C(C)C)C(=O)O)C ((R)-(−)-2,2-Dimethyl-3-(1-methylethylidene)cyclobutanecarboxylic acid), [H-].[H-].[H-].[H-].[Li+].[Al+3] (LiAlH4), methylethylidene, CO (MeOH). The solvent is CCOCC (ether). Product: CC1([C@@H](CC1=C(C)C)CO)C ([(R)-(−)-2,2-Dimethyl-3-(1-methylethylidene)cyclobutyl]methanol). RXN SMILES: [CH3:1][C:2]1([CH3:12])[C:5](=[C:6]([CH3:8])[CH3:7])[CH2:4][C@H:3]1[C:9](O)=[O:10].[H-].[H-].[H-].[H-].[Li+].[Al+3].CO>CCOCC>[CH3:1][C:2]1([CH3:12])[C:5](=[C:6]([CH3:7])[CH3:8])[CH2:4][C@H:3]1[CH2:9][OH:10] |f:1.2.3.4.5.6|. Procedure details: With methylethylidene compound 5 in hand the remaining steps were as follows: The resulting acid 5a was treated with LiAlH4 in ether to furnish the (R)-(−)-maconelliol 6a {[α]24D−31.0 (c 0.1, MeOH)} in good yield, and its enantiomeric purity was determined to be 78% ee. Similarly, (1S)-(−)-verbenone (80% ee, commercially available) was also converted into (S)-(+)-maconelliol 6b {70% ee, [α]24D+22.0 (c 0.1, MeOH)}. The various spectral and GC data of synthetic (R)-(−)-6a were in good agreement wi... Starting materials: FC=1C=CC2=C(C(C[C@H]3CCNC[C@@H]23)=O)C1 (cis-8-fluoro-1,3,4,4a,5,10b-hexahydro-2H-benzo[h]isoquinolin-6-one), C(C)Br (ethyl bromide). Yields the product FC=1C=CC2=C(C(C[C@H]3CCN(C[C@@H]23)CC)=O)C1 (cis-8-fluoro-2-ethyl-1,3,4,4a,5,10b-hexahydro-2H-benzo[h]isoquinolin-6-one). As a reaction SMILES: [F:1][C:2]1[CH:3]=[CH:4][C:5]2[C@H:14]3[C@H:9]([CH2:10][CH2:11][NH:12][CH2:13]3)[CH2:8][C:7](=[O:15])[C:6]=2[CH:16]=1.[CH2:17](Br)[CH3:18]>>[F:1][C:2]1[CH:3]=[CH:4][C:5]2[C@H:14]3[C@H:9]([CH2:10][CH2:11][N:12]([CH2:17][CH3:18])[CH2:13]3)[CH2:8][C:7](=[O:15])[C:6]=2[CH:16]=1. Procedure details: In an analogous manner to that described in Example 49 b), from cis-8-fluoro-1,3,4,4a,5,10b-hexahydro-2H-benzo[h]isoquinolin-6-one by alkylation with ethyl bromide there was obtained cis-8-fluoro-2-ethyl-1,3,4,4a,5,10b-hexahydro-2H-benzo[h]isoquinolin-6-one, which was converted with MeOH/HCl into the hydrochloride with m.p. >220°. The reactants are C(C)(C)(C)OC(=O)N1[C@H](CCC1)C(=O)O ((R)pyrrolidine-1,2-dicarboxylic acid tert butyl ester), NC=1C=C(C=C(C1)S(=O)(=O)C)NC1=NC=2N(CC(N(C2C=N1)C)=O)C(C)C (2-(3-amino-5-(methylsulfonyl)-phenylamino)-8-isopropyl-5-methyl-7,8-dihydro-5H-pteridin-6-one). The product is C(C)(C)(C)OC(=O)N1[C@H](CCC1)C(NC1=CC(=CC(=C1)S(=O)(=O)C)NC1=NC=2N(CC(N(C2C=N1)C)=O)C(C)C)=O ((R)-2-[3-(8-isopropyl-5-methyl-6-oxo-5,6,7,8-tetrahydro-pteridin-2-ylamino)-5-(methylsulfonyl)-phenylcarbamoyl]-pyrrolidine-1-carboxylic acid tert-butyl ester). The yield is 29.5%. As a reaction SMILES: [C:1]([O:5][C:6]([N:8]1[CH2:12][CH2:11][CH2:10][C@@H:9]1[C:13]([OH:15])=O)=[O:7])([CH3:4])([CH3:3])[CH3:2].[NH2:16][C:17]1[CH:18]=[C:19]([NH:27][C:28]2[N:37]=[CH:36][C:35]3[N:34]([CH3:38])[C:33](=[O:39])[CH2:32][N:31]([CH:40]([CH3:42])[CH3:41])[C:30]=3[N:29]=2)[CH:20]=[C:21]([S:23]([CH3:26])(=[O:25])=[O:24])[CH:22]=1>>[C:1]([O:5][C:6]([N:8]1[CH2:12][CH2:11][CH2:10][C@@H:9]1[C:13](=[O:15])[NH:16][C:17]1[CH:22]=[C:21]([S:23]([CH3:26])(=[O:24])=[O:25])[CH:20]=[C:19]([NH:27][C:28]2[N:37]=[CH:36][C:35]3[N:34]([CH3:38])[C:33](=[O:39])[CH2:32][N:31]([CH:40]([CH3:42])[CH3:41])[C:30]=3[N:29]=2)[CH:18]=1)=[O:7])([CH3:2])([CH3:3])[CH3:4]. Procedure details: Starting from (R)pyrrolidine-1,2-dicarboxylic acid tert butyl ester (74 mg; 0.346 mmol) and 2-(3-amino-5-(methylsulfonyl)-phenylamino)-8-isopropyl-5-methyl-7,8-dihydro-5H-pteridin-6-one (90 mg; 0.230), 40 mg (0.068 mmol; 29.5% yield) of the desired compound were obtained. Reaction SMILES: [Br:1][C:2]1[CH:3]=[C:4]([C:9]([O:11][CH3:12])=[O:10])[C:5](=[O:8])[NH:6][CH:7]=1.Br[CH2:14][C:15]1[CH:20]=[CH:19][C:18]([Cl:21])=[CH:17][CH:16]=1>C1COCC1.CN(C=O)C>[Cl:21][C:18]1[CH:19]=[CH:20][C:15]([CH2:14][N:6]2[CH:7]=[C:2]([Br:1])[CH:3]=[C:4]([C:9]([O:11][CH3:12])=[O:10])[C:5]2=[O:8])=[CH:16][CH:17]=1 |f:2.3|. Run in C1CCOC1.CN(C)C=O (THF DMF). Procedure details: According to Scheme 1 Step 2: The title compound was prepared from methyl 5-bromo-2-oxo-1,2-dihydropyridine-3-carboxylate (1 eq, 10.0 mmol, 3.00 g) and 1-(bromomethyl)-4-chlorobenzene (1.5 eq, 20.0 mmol, 4.00 g) according to the procedure described for Example 1 Step 2. Reaction conditions: 3 hours at 50° C. in THF/DMF (2:1, 300 mL). The crude product was purified by flash chromatography over silica gel (AIT Flashsmart prepacked 130 g column SiO2) using CH2Cl2/AcOEt 85/15 as the eluent and recry... The reactants are BrC=1C=C(C(NC1)=O)C(=O)OC (methyl 5-bromo-2-oxo-1,2-dihydropyridine-3-carboxylate), BrCC1=CC=C(C=C1)Cl (1-(bromomethyl)-4-chlorobenzene). Yields the product ClC1=CC=C(CN2C(C(=CC(=C2)Br)C(=O)OC)=O)C=C1 (Methyl 1-(4-chlorobenzyl)-5-bromo-2-oxo-1,2-dihydropyridine-3-carboxylate). The yield is 90.0%. The reactants are C(C)OC(CN1C=C(C(C2=C(C=CC=C12)[N+](=O)[O-])=O)C)=O ((3-Methyl-5-nitro-4-oxo-4H-quinolin-1-yl)-acetic acid ethyl ester), C(C)OC(CN1C=C(C(C2=C(C=CC=C12)[N+](=O)[O-])=O)C)=O ((3-Methyl-5-nitro-4-oxo-4H-quinolin-1-yl)-acetic acid ethyl ester). The reagents and catalysts are [Pd] (palladium on charcoal). The solvent is C(C)O (ethanol), ClCCl (dichloromethane). Product: NC1=C2C(C(=CN(C2=CC=C1)CC(=O)OCC)C)=O (Ethyl (5-amino-3-methyl-4-oxoquinolin-1(4H)-yl)acetate), light yellow solid. Yield: 67.0%. RXN SMILES: [CH2:1]([O:3][C:4](=[O:21])[CH2:5][N:6]1[C:15]2[C:10](=[C:11]([N+:16]([O-])=O)[CH:12]=[CH:13][CH:14]=2)[C:9](=[O:19])[C:8]([CH3:20])=[CH:7]1)[CH3:2]>C(O)C.ClCCl.[Pd]>[NH2:16][C:11]1[CH:12]=[CH:13][CH:14]=[C:15]2[C:10]=1[C:9](=[O:19])[C:8]([CH3:20])=[CH:7][N:6]2[CH2:5][C:4]([O:3][CH2:1][CH3:2])=[O:21]. Procedure: A solution of (3-Methyl-5-nitro-4-oxo-4H-quinolin-1-yl)-acetic acid ethyl ester (Compound 301B, 250 mg, 0.86 mmol) in ethanol and dichloromethane (10 mL/20 mL) was cautiously treated with palladium on charcoal (10%) (30 mg) and hydrogenated at atmospheric pressure for 1 hr. The mixture was filtered and the filtrate was concentrated to a residue which upon trituration with t-butyl methyl ether gave the desired product as 150 mg of a light yellow solid (67%). 1H NMR of compound C (CDCl3, 300 MHz):...